From a dataset of the Open Reaction Database (ORD), a public repository of structured organic reaction records. describe an organic reaction: reactants, conditions, products, and yield Starting materials: [Li]CCCC, CCCCCCCI, C1CCOC1, COc1cccc(OC)c1, CCOCC, O. Product: CCCCCCCc1c(OC)cccc1OC. As a reaction SMILES: [CH2:11]([Li:12])[CH2:13][CH2:14][CH3:15].[CH2:16]([CH2:17][CH2:18][CH2:19][CH2:20][CH2:21][CH3:22])[I:23].[CH2:29]1[O:30][CH2:31][CH2:32][CH2:33]1.[CH3:1][O:2][c:3]1[cH:4][c:5]([O:9][CH3:10])[cH:6][cH:7][cH:8]1.[CH3:24][CH2:25][O:26][CH2:27][CH3:28].[OH2:34]>>[CH3:1][O:2][c:3]1[c:4]([CH2:16][CH2:17][CH2:18][CH2:19][CH2:20][CH2:21][CH3:22])[c:5]([O:9][CH3:10])[cH:6][cH:7][cH:8]1. The reactants are OC1=CC(=C(C=C1)N1N=NN(C1=O)CCCF)F (1-(4-hydroxy-2-fluorophenyl)-1,4-dihydro-4-(3-fluoropropyl) -5H-tetrazol-5-one), [N+](=O)(O)[O-] (HNO3), OS(=O)(=O)O (H2SO4). Product: OC1=CC(=C(C=C1[N+](=O)[O-])N1N=NN(C1=O)CCCF)F (1-(4-hydroxy-2-fluoro-5-nitrophenyl)-1,4-dihydro-4-(3-fluoropropyl)-5H-tetrazol-5-one). Reaction SMILES: [OH:1][C:2]1[CH:7]=[CH:6][C:5]([N:8]2[C:12](=[O:13])[N:11]([CH2:14][CH2:15][CH2:16][F:17])[N:10]=[N:9]2)=[C:4]([F:18])[CH:3]=1.[N+:19]([O-])([OH:21])=[O:20].OS(O)(=O)=O>>[OH:1][C:2]1[C:7]([N+:19]([O-:21])=[O:20])=[CH:6][C:5]([N:8]2[C:12](=[O:13])[N:11]([CH2:14][CH2:15][CH2:16][F:17])[N:10]=[N:9]2)=[C:4]([F:18])[CH:3]=1. Procedure details: From 4-hydroxy-2-fluoroaniline there is produced (in the manner described in published PCT International Application No. WO 85/01939 published May 9, 1985) 1-(4-hydroxy-2-fluorophenyl)-1,4-dihydro-4-(3-fluoropropyl) -5H-tetrazol-5-one. The latter is the nitrated by treatment with a mixture of HNO3 and H2SO4 to form 1-(4-hydroxy-2-fluoro-5-nitrophenyl)-1,4-dihydro-4-(3-fluoropropyl)-5H-tetrazol-5-one. The latter is then dissolved in N,N-dimethylformamide ("DMF") and mixed with a dispersion of NaH... Reactants: C(CCC)C(CO)CC1=C(C(=C(C=C1)Cl)Cl)Cl (2-n-Butyl-3-(2,3,4-trichlorophenyl)-propan-1-ol), S(=O)(Cl)Cl (thionyl chloride). Conditions: temperature 140 celsius, time 2 hour. The product is C(CCC)C(CCl)CC1=C(C(=C(C=C1)Cl)Cl)Cl (2-n-Butyl-3-(2,3,4-trichlorophenyl)-propyl chloride). Yield: 78.8%. Reaction SMILES: [CH2:1]([CH:5]([CH2:8][C:9]1[CH:14]=[CH:13][C:12]([Cl:15])=[C:11]([Cl:16])[C:10]=1[Cl:17])[CH2:6]O)[CH2:2][CH2:3][CH3:4].S(Cl)([Cl:20])=O>>[CH2:1]([CH:5]([CH2:8][C:9]1[CH:14]=[CH:13][C:12]([Cl:15])=[C:11]([Cl:16])[C:10]=1[Cl:17])[CH2:6][Cl:20])[CH2:2][CH2:3][CH3:4]. Reported procedure: 332 g of (XX) were added dropwise to 148 g of thionyl chloride, and the mixture was stirred for 14 hours at room temperature and for 2 hours at 140° C. Distillation gave 278 g of (XXI) of boiling point 142°-145° C./0.1 mbar. Starting materials: C([C@H](O)C)(=O)OC(C)(C)C (tert-butyl D-(-)-lactate), ClC1=CC=C(C=C1)O (4-chlorophenol), C1(=CC=CC=C1)P(C1=CC=CC=C1)C1=CC=CC=C1 (triphenylphosphine), CCOC(=O)/N=N/C(=O)OCC (diethylazodicarboxylate). The solvent is O1CCCC1 (tetrahydrofuran). Reaction conditions: time 3 hour. Yields the product ClC1=CC=C(O[C@H](C(=O)OC(C)(C)C)C)C=C1 (tert-butyl (2S)-(-)-2-(4'-chlorophenoxy)-propionate). Reaction SMILES: [C:1]([O:6][C:7]([CH3:10])([CH3:9])[CH3:8])(=[O:5])[C@@H:2]([CH3:4])[OH:3].[Cl:11][C:12]1[CH:17]=[CH:16][C:15](O)=[CH:14][CH:13]=1.C1(P(C2C=CC=CC=2)C2C=CC=CC=2)C=CC=CC=1.CCOC(/N=N/C(OCC)=O)=O>O1CCCC1>[Cl:11][C:12]1[CH:17]=[CH:16][C:15]([O:3][C@@H:2]([CH3:4])[C:1]([O:6][C:7]([CH3:10])([CH3:9])[CH3:8])=[O:5])=[CH:14][CH:13]=1. Procedure: To a stirred solution of known tert-butyl D-(-)-lactate (160 mg), 4-chlorophenol (108 μl) and triphenylphosphine (287 mg) in dry tetrahydrofuran (6 ml) on an ice bath, diethylazodicarboxylate (173 μl) was added dropwise over about 5 minutes. After the addition, the ice bath was removed and the mixture was further stirred at room temperature for 3 hours. The reaction mixture was then evaporated with a rotary evaporator (water bath temperature 25° C.). The residue thus obtained was purified by sil...